The task is: describe an organic reaction: reactants, conditions, products, and yield. This data is from the Open Reaction Database (ORD), a public repository of structured organic reaction records. Reactants: CC(=O)O, CC(C)=O, CC(O)C(C)Oc1nc(N2CCNCC2)nc2ccccc12. Product: CC(=O)O, CC(O)C(C)Oc1nc(N2CCNCC2)nc2ccccc12. RXN SMILES: [CH3:23][C:24]([OH:25])=[O:26].[CH3:27][C:28](=[O:29])[CH3:30].[OH:1][CH:2]([CH:3]([CH3:4])[O:5][c:6]1[n:7][c:8]([N:16]2[CH2:17][CH2:18][NH:19][CH2:20][CH2:21]2)[n:9][c:10]2[cH:11][cH:12][cH:13][cH:14][c:15]12)[CH3:22]>>[CH3:23][C:24](=[O:25])[OH:26].[OH:1][CH:2]([CH:3]([CH3:4])[O:5][c:6]1[n:7][c:8]([N:16]2[CH2:17][CH2:18][NH:19][CH2:20][CH2:21]2)[n:9][c:10]2[cH:11][cH:12][cH:13][cH:14][c:15]12)[CH3:22]. Procedure: To a solution of 4-[2-(2-ethylbenzoimidazol-1-yl)-9-methyl-6-morpholin-4-yl-9H-purin-8-yl]piperidine-1-carboxylic acid tert-butyl ester (390 mg, 0.71 mmol) in DCM (20 mL) and MeOH (5 mL) was added 4M HCl in dioxane (20 mL). The resulting mixture was allowed to stir for 4 h at r.t. before Et2O (80 mL) was added. The resulting precipitate was collected by filtration, washed with Et2O and dried in vacuo affording 2-(2-Ethylbenzoimidazol-1-yl)-9-methyl-6-morpholin-4-yl-8-piperidin-4-yl-9H-purine hyd... The solvent is C(Cl)Cl (DCM), CO (MeOH), O1CCOCC1 (dioxane). The yield is 93.0%. Yields the product Cl.C(C)C1=NC2=C(N1C1=NC(=C3N=C(N(C3=N1)C)C1CCNCC1)N1CCOCC1)C=CC=C2 (2-(2-Ethylbenzoimidazol-1-yl)-9-methyl-6-morpholin-4-yl-8-piperidin-4-yl-9H-purine hydrochloride). The reactants are CCOCC (Et2O), C(C)(C)(C)OC(=O)N1CCC(CC1)C=1N(C2=NC(=NC(=C2N1)N1CCOCC1)N1C(=NC2=C1C=CC=C2)CC)C (4-[2-(2-ethylbenzoimidazol-1-yl)-9-methyl-6-morpholin-4-yl-9H-purin-8-yl]piperidine-1-carboxylic acid tert-butyl ester), Cl (HCl). RXN SMILES: C(OC([N:8]1[CH2:13][CH2:12][CH:11]([C:14]2[N:15]([CH3:40])[C:16]3[C:21]([N:22]=2)=[C:20]([N:23]2[CH2:28][CH2:27][O:26][CH2:25][CH2:24]2)[N:19]=[C:18]([N:29]2[C:33]4[CH:34]=[CH:35][CH:36]=[CH:37][C:32]=4[N:31]=[C:30]2[CH2:38][CH3:39])[N:17]=3)[CH2:10][CH2:9]1)=O)(C)(C)C.[ClH:41].CCOCC>C(Cl)Cl.CO.O1CCOCC1>[ClH:41].[CH2:38]([C:30]1[N:29]([C:18]2[N:17]=[C:16]3[C:21]([N:22]=[C:14]([CH:11]4[CH2:10][CH2:9][NH:8][CH2:13][CH2:12]4)[N:15]3[CH3:40])=[C:20]([N:23]3[CH2:24][CH2:25][O:26][CH2:27][CH2:28]3)[N:19]=2)[C:33]2[CH:34]=[CH:35][CH:36]=[CH:37][C:32]=2[N:31]=1)[CH3:39] |f:6.7|.